This data is from the Open Reaction Database (ORD), a public repository of structured organic reaction records. The task is: describe an organic reaction: reactants, conditions, products, and yield The reactants are CC(=O)O, CCO, CCOC(=O)C(C)(C)Cn1ncc2cc(-c3noc(-c4cnc(OC(C)C)c(Cl)c4)n3)ccc21, [Na+], [OH-], O. Product: CC(C)Oc1ncc(-c2nc(-c3ccc4c(cnn4CC(C)(C)C(=O)O)c3)no2)cc1Cl. Reaction SMILES: [CH3:37][C:38](=[O:39])[OH:40].[CH3:41][CH2:42][OH:43].[Cl:1][c:2]1[cH:3][c:4](-[c:12]2[n:13][c:14](-[c:17]3[cH:18][c:19]4[cH:20][n:21][n:22]([CH2:26][C:27]([C:28](=[O:29])[O:30][CH2:31][CH3:32])([CH3:33])[CH3:34])[c:23]4[cH:24][cH:25]3)[n:15][o:16]2)[cH:5][n:6][c:7]1[O:8][CH:9]([CH3:10])[CH3:11].[Na+:36].[OH-:35].[OH2:44]>>[Cl:1][c:2]1[cH:3][c:4](-[c:12]2[n:13][c:14](-[c:17]3[cH:18][c:19]4[cH:20][n:21][n:22]([CH2:26][C:27]([C:28](=[O:29])[OH:30])([CH3:33])[CH3:34])[c:23]4[cH:24][cH:25]3)[n:15][o:16]2)[cH:5][n:6][c:7]1[O:8][CH:9]([CH3:10])[CH3:11]. Reactants: C(C)(=O)OCC (ethyl acetate), CC=1NC(=CC(C1)=O)C (2,6-dimethyl-4(1H)-pyridone), BrCC1=CC=C(C=C1)C1=C(C=CC=C1)C#N (4-bromomethyl-2'-cyanobiphenyl), [H-].[Na+] (sodium hydride). The solvent is CN(C=O)C (N,N-dimethylformamide). Run at time 15 minute. The product is CC1=NC(=CC(=C1)OCC1=CC=C(C=C1)C1=C(C=CC=C1)C#N)C (2,6-dimethyl-4-(2'-cyanobiphenyl-4-yl)methoxypyridine). Yield: 34.9%. RXN SMILES: [CH3:1][C:2]1[NH:3][C:4]([CH3:9])=[CH:5][C:6](=[O:8])[CH:7]=1.[H-].[Na+].Br[CH2:13][C:14]1[CH:19]=[CH:18][C:17]([C:20]2[CH:25]=[CH:24][CH:23]=[CH:22][C:21]=2[C:26]#[N:27])=[CH:16][CH:15]=1.C(OCC)(=O)C>CN(C)C=O>[CH3:1][C:2]1[CH:7]=[C:6]([O:8][CH2:13][C:14]2[CH:15]=[CH:16][C:17]([C:20]3[CH:25]=[CH:24][CH:23]=[CH:22][C:21]=3[C:26]#[N:27])=[CH:18][CH:19]=2)[CH:5]=[C:4]([CH3:9])[N:3]=1 |f:1.2|. Reported procedure: 369 mg of 2,6-dimethyl-4(1H)-pyridone was dissolved in 5 ml of N,N-dimethylformamide. To this solution was added 144 mg of 60% sodium hydride, followed by stirring at room temperature for 15 minutes. Subsequently, 900 mg of 4-bromomethyl-2'-cyanobiphenyl was added to the mixture, and the mixture was stirred at room temperature for two hours. After the reaction was completed, ethyl acetate was added to the reaction mixture, and the mixture was washed with water and dried over anhydrous magnesium ... The reactants are C1CCOC1, C[Si](C)(C)C=[N+]=[N-], CO, CCCCCC, COc1ccc(-c2cccc(C(=O)O)c2)cc1OC1CCCC1. Yields the product COC(=O)c1cccc(-c2ccc(OC)c(OC3CCCC3)c2)c1. RXN SMILES: [CH2:31]1[O:32][CH2:33][CH2:34][CH2:35]1.[CH3:24][Si:25]([CH:26]=[N+:27]=[N-:28])([CH3:29])[CH3:30].[CH3:36][OH:37].[CH3:38][CH2:39][CH2:40][CH2:41][CH2:42][CH3:43].[CH:1]1([O:6][c:7]2[cH:8][c:9](-[c:15]3[cH:16][c:17]([C:21](=[O:22])[OH:23])[cH:18][cH:19][cH:20]3)[cH:10][cH:11][c:12]2[O:13][CH3:14])[CH2:2][CH2:3][CH2:4][CH2:5]1>>[CH:1]1([O:6][c:7]2[cH:8][c:9](-[c:15]3[cH:16][c:17]([C:21]([O:22][CH3:24])=[O:23])[cH:18][cH:19][cH:20]3)[cH:10][cH:11][c:12]2[O:13][CH3:14])[CH2:2][CH2:3][CH2:4][CH2:5]1. Reactants: CN(C)C=O, O=S(Cl)Cl, O=C(O)c1ccc(NS(=O)(=O)c2cccnc2)cc1. Yields the product O=C(Cl)c1ccc(NS(=O)(=O)c2cccnc2)cc1. RXN SMILES: [CH3:24][N:25]([CH3:26])[CH:27]=[O:28].[S:20]([Cl:21])([Cl:22])=[O:23].[n:1]1[cH:2][c:3]([S:7](=[O:8])(=[O:9])[NH:10][c:11]2[cH:12][cH:13][c:14]([C:15](=[O:16])[OH:17])[cH:18][cH:19]2)[cH:4][cH:5][cH:6]1>>[n:1]1[cH:2][c:3]([S:7](=[O:8])(=[O:9])[NH:10][c:11]2[cH:12][cH:13][c:14]([C:15](=[O:16])[Cl:22])[cH:18][cH:19]2)[cH:4][cH:5][cH:6]1.